Dataset: the Open Reaction Database (ORD), a public repository of structured organic reaction records. Task: describe an organic reaction: reactants, conditions, products, and yield Reactants: N1C(CC[C@H]1C(=O)OC)=O (methyl (S)-(+)-2-pyrrolidone-5-carboxylate), C[Si](C)(C)[N-][Si](C)(C)C.[Li+] (lithium bis(trimethylsilyl)amide), ClC(=O)OC (methyl chloroformate). Run in O1CCCC1 (tetrahydrofuran). Conditions: temperature -78 celsius, time 1 hour. Yields the product O=C1CC[C@H](N1C(=O)OC)C(=O)OC (dimethyl(2S)-5-oxopyrrolidine-1,2-dicarboxylate). Reaction SMILES: [NH:1]1[C@H:5]([C:6]([O:8][CH3:9])=[O:7])[CH2:4][CH2:3][C:2]1=[O:10].C[Si]([N-][Si](C)(C)C)(C)C.[Li+].Cl[C:22]([O:24][CH3:25])=[O:23]>O1CCCC1>[O:10]=[C:2]1[N:1]([C:22]([O:24][CH3:25])=[O:23])[C@H:5]([C:6]([O:8][CH3:9])=[O:7])[CH2:4][CH2:3]1 |f:1.2|. Reported procedure: To a cold (−78° C.) solution of methyl (S)-(+)-2-pyrrolidone-5-carboxylate (4.80 grams, 33.5 mmol) in tetrahydrofuran (90 mL) was added a solution of lithium bis(trimethylsilyl)amide (1 M solution in hexanes, 40.0 mL, 40.0 mmol) dropwise via syringe over 15 minutes; then methyl chloroformate (2.90 mL, 36.9 mmol) was added dropwise via syringe over 5 minutes. The resulting slurry was stirred at −78° C. for 1 hour after which the reaction was quenched with 1 M HCl (50 mL). The mixture was allowed ... Starting materials: BrC1=C(C=CC(=C1)Cl)C1=C2C=CC(=CC2=CC=C1)S(=O)(=O)NC1=NC=NS1 (5-(2-bromo-4-chlorophenyl)-N-(1,2,4-thiadiazol-5-yl)naphthalene-2-sulfonamide), C([O-])([O-])=O.[K+].[K+] (potassium carbonate), CN1N=CC=C1B(O)O ((1-methyl-1H-pyrazol-5-yl)boronic acid), O1CCOCC1 (dioxane). The reagents and catalysts are C=1C=CC(=CC1)[P](C=2C=CC=CC2)(C=3C=CC=CC3)[Pd]([P](C=4C=CC=CC4)(C=5C=CC=CC5)C=6C=CC=CC6)([P](C=7C=CC=CC7)(C=8C=CC=CC8)C=9C=CC=CC9)[P](C=1C=CC=CC1)(C=1C=CC=CC1)C=1C=CC=CC1 (tetrakis(triphenylphosphine)palladium(0)). Solvent: O (water). Run at temperature 100 celsius. The product is ClC1=CC(=C(C=C1)C1=C2C=CC(=CC2=CC=C1)S(=O)(=O)NC1=NC=NS1)C1=CC=NN1C (5-(4-chloro-2-(1-methyl-1H-pyrazol-5-yl)phenyl)-N-(1,2,4-thiadiazol-5-yl)naphthalene-2-sulfonamide). The yield is 6.0%. As a reaction SMILES: Br[C:2]1[CH:7]=[C:6]([Cl:8])[CH:5]=[CH:4][C:3]=1[C:9]1[CH:18]=[CH:17][CH:16]=[C:15]2[C:10]=1[CH:11]=[CH:12][C:13]([S:19]([NH:22][C:23]1[S:27][N:26]=[CH:25][N:24]=1)(=[O:21])=[O:20])=[CH:14]2.C(=O)([O-])[O-].[K+].[K+].[CH3:34][N:35]1[C:39](B(O)O)=[CH:38][CH:37]=[N:36]1.O1CCOCC1>C1C=CC([P]([Pd]([P](C2C=CC=CC=2)(C2C=CC=CC=2)C2C=CC=CC=2)([P](C2C=CC=CC=2)(C2C=CC=CC=2)C2C=CC=CC=2)[P](C2C=CC=CC=2)(C2C=CC=CC=2)C2C=CC=CC=2)(C2C=CC=CC=2)C2C=CC=CC=2)=CC=1.O>[Cl:8][C:6]1[CH:5]=[CH:4][C:3]([C:9]2[CH:18]=[CH:17][CH:16]=[C:15]3[C:10]=2[CH:11]=[CH:12][C:13]([S:19]([NH:22][C:23]2[S:27][N:26]=[CH:25][N:24]=2)(=[O:21])=[O:20])=[CH:14]3)=[C:2]([C:39]2[N:35]([CH3:34])[N:36]=[CH:37][CH:38]=2)[CH:7]=1 |f:1.2.3,^1:52,54,73,92|. Procedure details: A pressure vessel was charged with 5-(2-bromo-4-chlorophenyl)-N-(1,2,4-thiadiazol-5-yl)naphthalene-2-sulfonamide (80 mg, 0.166 mmol), potassium carbonate (115 mg, 0.832 mmol), (1-methyl-1H-pyrazol-5-yl)boronic acid (84 mg, 0.666 mmol), tetrakis(triphenylphosphine)palladium(0) (19.23 mg, 0.017 mmol), dioxane (1109 μl) and water (555 μl). The reaction was heated in a microwave at 100° C. for 30 min. The resulting mixture was concentrated and purified by reverse phase HPLC (Column: Xbridge 19×100 m... The reactants are CC(C)(C)OC(=O)N1CCC(N)CC1, CN1CCCC1=O, Fc1ccccc1-c1nc(Cl)nc2ccc(Cl)cc12. The product is CC(C)(C)OC(=O)N1CCC(Nc2nc(-c3ccccc3F)c3cc(Cl)ccc3n2)CC1. RXN SMILES: [C:20]([CH3:21])([CH3:22])([CH3:23])[O:24][C:25](=[O:26])[N:27]1[CH2:28][CH2:29][CH:30]([NH2:33])[CH2:31][CH2:32]1.[CH3:34][N:35]1[CH2:36][CH2:37][CH2:38][C:39]1=[O:40].[Cl:1][c:2]1[n:3][c:4]2[cH:5][cH:6][c:7]([Cl:19])[cH:8][c:9]2[c:10](-[c:12]2[c:13]([F:18])[cH:14][cH:15][cH:16][cH:17]2)[n:11]1>>[c:2]1([NH:33][CH:30]2[CH2:29][CH2:28][N:27]([C:25]([O:24][C:20]([CH3:21])([CH3:22])[CH3:23])=[O:26])[CH2:32][CH2:31]2)[n:3][c:4]2[cH:5][cH:6][c:7]([Cl:19])[cH:8][c:9]2[c:10](-[c:12]2[c:13]([F:18])[cH:14][cH:15][cH:16][cH:17]2)[n:11]1. The reactants are ClC1=C(C(N(C=C1)C1C(CCCC1)C)=O)C=NO (4-chloro-3-((hydroxyimino)methyl)-1-(2-methylcyclohexyl)pyridin-2(1H)-one), P(=O)(Cl)(Cl)Cl (phosphorus oxychloride), C(O)([O-])=O.[Na+] (sodium hydrogen carbonate), ice water. Solvent: C(C)#N (acetonitrile). Run at temperature 90 celsius. Yields the product ClC1=C(C(N(C=C1)C1C(CCCC1)C)=O)C#N (4-chloro-1-(2-methylcyclohexyl)-2-oxo-1,2-dihydropyridine-3-carbonitrile). Yield: 102.7%. RXN SMILES: [Cl:1][C:2]1[CH:7]=[CH:6][N:5]([CH:8]2[CH2:13][CH2:12][CH2:11][CH2:10][CH:9]2[CH3:14])[C:4](=[O:15])[C:3]=1[CH:16]=[N:17]O.P(Cl)(Cl)(Cl)=O.C(=O)([O-])O.[Na+]>C(#N)C>[Cl:1][C:2]1[CH:7]=[CH:6][N:5]([CH:8]2[CH2:13][CH2:12][CH2:11][CH2:10][CH:9]2[CH3:14])[C:4](=[O:15])[C:3]=1[C:16]#[N:17] |f:2.3|. Procedure: To a solution of 4-chloro-3-((hydroxyimino)methyl)-1-(2-methylcyclohexyl)pyridin-2(1H)-one obtained in Step D (1.19 g) in acetonitrile (9.0 mL) was added phosphorus oxychloride (0.412 mL) at room temperature. The reaction mixture was heated at 90° C. for 30 min, and cooled to room temperature. The reaction mixture was poured into ice water, and the mixture was neutralized with saturated aqueous sodium hydrogen carbonate solution, and extracted with ethyl acetate. The extract was washed with wate... The reactants are ClC1=CC=C(CC=2N=C(SC2C2=NN=CN2)C=2C(=NN3C2C=C(C=C3)CN)C)C=C1 (1-{3-[4-(4-chlorobenzyl)-5-(4H-1,2,4-triazol-3-yl)-1,3-thiazol-2-yl]-2-methylpyrazolo[1,5-a]pyridin-5-yl}methanamine), N1=C(C=NC=C1)C(=O)Cl (pyrazine-2-carboxylic acid chloride), C(C)(C)N(C(C)C)CC (N,N-diisopropylethylamine), C(C)(C)N(C(C)C)CC (N,N-diisopropylethylamine), N1=C(C=NC=C1)C(=O)Cl (pyrazine-2-carboxylic acid chloride). The solvent is C(Cl)Cl (Methylene chloride), CN(C=O)C (N,N-dimethylformamide). Conditions: time 22 hour. Yields the product ClC1=CC=C(CC=2N=C(SC2C2=NN=CN2)C=2C(=NN3C2C=C(C=C3)CNC(=O)C3=NC=CN=C3)C)C=C1 (N-({3-[4-(4-chlorobenzyl)-5-(4H-1,2,4-triazol-3-yl)-1,3-thiazol-2-yl]-2-methylpyrazolo[1,5-a]pyridin-5-yl}methyl)pyrazine-2-carboxamide). Isolated yield 2.5%. As a reaction SMILES: [Cl:1][C:2]1[CH:30]=[CH:29][C:5]([CH2:6][C:7]2[N:8]=[C:9]([C:17]3[C:18]([CH3:28])=[N:19][N:20]4[CH:25]=[CH:24][C:23]([CH2:26][NH2:27])=[CH:22][C:21]=34)[S:10][C:11]=2[C:12]2[NH:16][CH:15]=[N:14][N:13]=2)=[CH:4][CH:3]=1.[N:31]1[CH:36]=[CH:35][N:34]=[CH:33][C:32]=1[C:37](Cl)=[O:38].C(N(CC)C(C)C)(C)C>C(Cl)Cl.CN(C)C=O>[Cl:1][C:2]1[CH:3]=[CH:4][C:5]([CH2:6][C:7]2[N:8]=[C:9]([C:17]3[C:18]([CH3:28])=[N:19][N:20]4[CH:25]=[CH:24][C:23]([CH2:26][NH:27][C:37]([C:32]5[CH:33]=[N:34][CH:35]=[CH:36][N:31]=5)=[O:38])=[CH:22][C:21]=34)[S:10][C:11]=2[C:12]2[NH:16][CH:15]=[N:14][N:13]=2)=[CH:29][CH:30]=1. Procedure details: A mixture of 1-{3-[4-(4-chlorobenzyl)-5-(4H-1,2,4-triazol-3-yl)-1,3-thiazol-2-yl]-2-methylpyrazolo[1,5-a]pyridin-5-yl}methanamine (0.0222 g, 0.0491), pyrazine-2-carboxylic acid chloride (8.0 mg, 0.056 mmol) and N,N-diisopropylethylamine (10 mg, 0.08 mmol) in dry Methylene chloride (5.0 mL) in dry N,N-dimethylformamide (1.0 mL) was sonicated for 2 min. The mixture was stirred at rt for 22 hours. N,N-diisopropylethylamine (13 mg, 0.10 mmol) and pyrazine-2-carboxylic acid chloride (9.11 mg, 0.0639 ... Reported procedure: 2.0 mmol of 4-chlorobenzotrifluoride, 2.4 mmol of di-n-butylamine, 2.8 mmol of potassium tert-butoxide, 0.4 mmol of lithium bromide, 1.0 mol-% (9.4 mg) of palladacycle (trans-di(μ-aceto)-bis[o[di-o-tolylphosphino)benzyl]dipalladium (II) in 10 ml of toluene are reacted according to the GWI to give 4-trifluoromethylphenyl-di-n-butylamine and 3-trifluoromethylphenyl-di-n-butylamine in the ratio 7:1 in 58% yield. Product: FC(C1=CC=C(C=C1)N(CCCC)CCCC)(F)F (4-trifluoromethylphenyl-di-n-butylamine), FC(C=1C=C(C=CC1)N(CCCC)CCCC)(F)F (3-trifluoromethylphenyl-di-n-butylamine). The reactants are ClC1=CC=C(C=C1)C(F)(F)F (4-chlorobenzotrifluoride), C(CCC)NCCCC (di-n-butylamine), CC(C)([O-])C.[K+] (potassium tert-butoxide), [Br-].[Li+] (lithium bromide), palladacycle, trans-di(μ-aceto)-bis[o[di-o-tolylphosphino)benzyl]dipalladium (II). Reaction SMILES: Cl[C:2]1[CH:7]=[CH:6][C:5]([C:8]([F:11])([F:10])[F:9])=[CH:4][CH:3]=1.[CH2:12]([NH:16][CH2:17][CH2:18][CH2:19][CH3:20])[CH2:13][CH2:14][CH3:15].CC(C)([O-])C.[K+].[Br-].[Li+]>C1(C)C=CC=CC=1>[F:9][C:8]([F:11])([F:10])[C:5]1[CH:6]=[CH:7][C:2]([N:16]([CH2:17][CH2:18][CH2:19][CH3:20])[CH2:12][CH2:13][CH2:14][CH3:15])=[CH:3][CH:4]=1.[F:9][C:8]([F:11])([F:10])[C:5]1[CH:4]=[C:3]([N:16]([CH2:17][CH2:18][CH2:19][CH3:20])[CH2:12][CH2:13][CH2:14][CH3:15])[CH:2]=[CH:7][CH:6]=1 |f:2.3,4.5|. Solvent: C1(=CC=CC=C1)C (toluene).